Dataset: the Open Reaction Database (ORD), a public repository of structured organic reaction records. Task: describe an organic reaction: reactants, conditions, products, and yield Starting materials: [BH4-].[Na+] (sodium borohydride), S(C#N)C1=CN=C(S1)N (5-thiocyanato-thiazol-2-ylamine), BrCC(C(=O)O)(C)C (3-bromo-2,2-dimethyl-propionic acid), C(C)(C)N(CC)C(C)C (diisopropylethylamine). Run in CO (MeOH), O (water), CO (methanol). Reaction conditions: time 30 minute. The product is C(C)OC(C(CSC1=CN=C(S1)N)(C)C)=O (3-(2-amino-thiazol-5-ylsulfanyl)-2,2-dimethyl-propionic acid ethyl ester). RXN SMILES: [S:1]([C:4]1[S:8][C:7]([NH2:9])=[N:6][CH:5]=1)[C:2]#N.[BH4-].[Na+].Br[CH2:13][C:14]([CH3:19])(C)[C:15]([OH:17])=[O:16].[CH:20](N(C(C)C)CC)(C)[CH3:21]>CO.O>[CH2:20]([O:17][C:15](=[O:16])[C:14]([CH3:19])([CH3:13])[CH2:2][S:1][C:4]1[S:8][C:7]([NH2:9])=[N:6][CH:5]=1)[CH3:21] |f:1.2|. Procedure: 5-thiocyanato-thiazol-2-ylamine (15.7 g) was dissolved in degassed methanol and sodium borohydride (4.5 g) in MeOH was added in one portion. The reaction was stirred for 30 min and 3-bromo-2,2-dimethyl-propionic acid (27 g) and diisopropylethylamine (17 mL) was added and the reaction stirred overnight at room temperature. The reaction was diluted with water, partially concentrated in vacuo and 5% citric acid was added until pH 4. The brown precipitate was filtered, washed with water and acetonit... Starting materials: C(C1=CC=CC=C1)OC1=C(C=C(C=C1)C1=C(C=C(C=C1C)O[C@H]1COCC1)C)COC1=CC2=C([C@@H](CO2)CC(=O)OC)C=C1 (methyl 2-((S)-6-((4-(benzyloxy)-2′,6′-dimethyl-4′-(((R)-tetrahydrofuran-3-yl)oxy)biphenyl-3-yl)methoxy)-2,3-dihydrobenzofuran-3-yl)acetate), [OH-].[Li+] (lithium hydroxide). Solvent: mixed solvent, CO (methanol), O1CCCC1 (tetrahydrofuran). Run at time 2 hour. Product: C(C1=CC=CC=C1)OC1=C(C=C(C=C1)C1=C(C=C(C=C1C)O[C@H]1COCC1)C)COC1=CC2=C([C@@H](CO2)CC(=O)O)C=C1 (2-((S)-6-((4-(benzyloxy)-2′,6′-dimethyl-4′-(((R)-tetrahydrofuran-3-yl)oxy)biphenyl-3-yl)methoxy)-2,3-dihydrobenzofuran-3-yl)acetic acid). Isolated yield 15.5%. As a reaction SMILES: [CH2:1]([O:8][C:9]1[CH:14]=[CH:13][C:12]([C:15]2[C:20]([CH3:21])=[CH:19][C:18]([O:22][C@@H:23]3[CH2:27][CH2:26][O:25][CH2:24]3)=[CH:17][C:16]=2[CH3:28])=[CH:11][C:10]=1[CH2:29][O:30][C:31]1[CH:44]=[CH:43][C:34]2[C@H:35]([CH2:38][C:39]([O:41]C)=[O:40])[CH2:36][O:37][C:33]=2[CH:32]=1)[C:2]1[CH:7]=[CH:6][CH:5]=[CH:4][CH:3]=1.[OH-].[Li+]>CO.O1CCCC1>[CH2:1]([O:8][C:9]1[CH:14]=[CH:13][C:12]([C:15]2[C:16]([CH3:28])=[CH:17][C:18]([O:22][C@@H:23]3[CH2:27][CH2:26][O:25][CH2:24]3)=[CH:19][C:20]=2[CH3:21])=[CH:11][C:10]=1[CH2:29][O:30][C:31]1[CH:44]=[CH:43][C:34]2[C@H:35]([CH2:38][C:39]([OH:41])=[O:40])[CH2:36][O:37][C:33]=2[CH:32]=1)[C:2]1[CH:3]=[CH:4][CH:5]=[CH:6][CH:7]=1 |f:1.2|. Procedure details: The crude methyl 2-((S)-6-((4-(benzyloxy)-2′,6′-dimethyl-4′-(((R)-tetrahydrofuran-3-yl)oxy)biphenyl-3-yl)methoxy)-2,3-dihydrobenzofuran-3-yl)acetate 36b (1 g, 1.69 mmol) was dissolved in 50 mL of a mixed solvent of methanol and tetrahydrofuran (V/V=1:4), followed by addition of 1M aqueous lithium hydroxide solution (20 mL, 20 mmol). The reaction solution was stirred for 2 hours. The resulting solution was concentrated under reduced pressure. The residue was mixed with 150 mL of water and 30 mL o... The reactants are C(C)NC(=S)N1N=C(CC1)CC (3-Ethyl-4,5-dihydro-pyrazole-1-carbothioic acid ethylamide), IC (iodomethane). The solvent is CO (methanol). Run at temperature 50 celsius. The product is CSC(=NCC)N1N=C(CC1)CC (3,N-diethyl-4,5-dihydro-pyrazole-1-carboximidothioic acid methyl ester). The yield is 0.7%. Reaction SMILES: [CH2:1]([NH:3][C:4]([N:6]1[CH2:10][CH2:9][C:8]([CH2:11][CH3:12])=[N:7]1)=[S:5])[CH3:2].I[CH3:14]>CO>[CH3:14][S:5][C:4]([N:6]1[CH2:10][CH2:9][C:8]([CH2:11][CH3:12])=[N:7]1)=[N:3][CH2:1][CH3:2]. Procedure: 1.51 g (1 mol equiv.) 3-Ethyl-4,5-dihydro-pyrazole-1-carbothioic acid ethylamide was dissolved in 30 mL methanol, 5.1 mL (10 mol equiv.) iodomethane was added and the reaction mixture was heated at 50° C. for 1 hour. Volatiles were removed in vacuo. The residue was taken up in DCM and extracted with 5% aqueous NaHCO3. The organic layer was washed twice with water, dried over Na2SO4, filtered and evaporated to dryness to give 1.44 g (89%) 3,N-diethyl-4,5-dihydro-pyrazole-1-carboximidothioic acid ... Starting materials: ClC1=C(C=C(C(=O)NN2C(=NC3=C2C=CC(=C3)C(=O)OC)S(=O)(=O)C)C=C1)S(N)(=O)=O (1-(4'-chloro-3'-sulfamoylbenzoyl)amino-5-methoxycarbonyl-2-methylsulfonylbenzimidazole). Solvent: [OH-].[Na+] (sodium hydroxide). Conditions: temperature 50 celsius, time 4 hour. Product: C(=O)(O)C1=CC2=C(N(C(=N2)S(=O)(=O)C)NC(C2=CC(=C(C=C2)Cl)S(N)(=O)=O)=O)C=C1 (5-carboxy-1-(4'-chloro-3'-sulfamoylbenzoyl)amino-2-methylsulfonylbenzimidazole). Yield: 84.5%. RXN SMILES: [Cl:1][C:2]1[CH:27]=[CH:26][C:5]([C:6]([NH:8][N:9]2[C:13]3[CH:14]=[CH:15][C:16]([C:18]([O:20]C)=[O:19])=[CH:17][C:12]=3[N:11]=[C:10]2[S:22]([CH3:25])(=[O:24])=[O:23])=[O:7])=[CH:4][C:3]=1[S:28](=[O:31])(=[O:30])[NH2:29]>[OH-].[Na+]>[C:18]([C:16]1[CH:15]=[CH:14][C:13]2[N:9]([NH:8][C:6](=[O:7])[C:5]3[CH:26]=[CH:27][C:2]([Cl:1])=[C:3]([S:28](=[O:30])(=[O:31])[NH2:29])[CH:4]=3)[C:10]([S:22]([CH3:25])(=[O:23])=[O:24])=[N:11][C:12]=2[CH:17]=1)([OH:20])=[O:19] |f:1.2|. Procedure: A suspension containing 5.4 g of 1-(4'-chloro-3'-sulfamoylbenzoyl)amino-5-methoxycarbonyl-2-methylsulfonylbenzimidazole in 30 ml of 2N sodium hydroxide solution was stirred at 50° C. for 4 hours to give a clear violet solution which was clarified by activated carbon, filtered and the filtrate was acidified to pH 2 by adding 2N hydrochloric acid. The white precipitate was filtered by suction, washed with water and dried to give 4.43 g (85.7%) of 5-carboxy-1-(4'-chloro-3'-sulfamoylbenzoyl)amino-2-... The reactants are CCCCCCC, ClCCl, Oc1ccc(C2CCN(c3ccc4nnc(C(F)(F)F)n4n3)CC2)cc1, CC(C)OC(=O)N=NC(=O)OC(C)C, CC(=O)N1CCN(CCO)CC1, c1ccc(P(c2ccccc2)c2ccccc2)cc1. Product: CC(=O)N1CCN(CCOc2ccc(C3CCN(c4ccc5nnc(C(F)(F)F)n5n4)CC3)cc2)CC1. RXN SMILES: [CH3:75][CH2:76][CH2:77][CH2:78][CH2:79][CH2:80][CH3:81].[Cl:72][CH2:73][Cl:74].[F:1][C:2]([c:3]1[n:4][n:5][c:6]2[n:7]1[n:8][c:9]([N:12]1[CH2:13][CH2:14][CH:15]([c:18]3[cH:19][cH:20][c:21]([OH:24])[cH:22][cH:23]3)[CH2:16][CH2:17]1)[cH:10][cH:11]2)([F:25])[F:26].[N:58]([C:59]([O:60][CH:61]([CH3:62])[CH3:63])=[O:64])=[N:65][C:66]([O:67][CH:68]([CH3:69])[CH3:70])=[O:71].[OH:46][CH2:47][CH2:48][N:49]1[CH2:50][CH2:51][N:52]([C:55]([CH3:56])=[O:57])[CH2:53][CH2:54]1.[c:27]1([P:28]([c:29]2[cH:30][cH:31][cH:32][cH:33][cH:34]2)[c:35]2[cH:36][cH:37][cH:38][cH:39][cH:40]2)[cH:41][cH:42][cH:43][cH:44][cH:45]1>>[F:1][C:2]([c:3]1[n:4][n:5][c:6]2[n:7]1[n:8][c:9]([N:12]1[CH2:13][CH2:14][CH:15]([c:18]3[cH:19][cH:20][c:21]([O:24][CH2:47][CH2:48][N:49]4[CH2:50][CH2:51][N:52]([C:55]([CH3:56])=[O:57])[CH2:53][CH2:54]4)[cH:22][cH:23]3)[CH2:16][CH2:17]1)[cH:10][cH:11]2)([F:25])[F:26]. Reactants: OBO, COC(=O)c1cc(Cc2c(C)c(OC)c(OC)c(OC)c2OC)ccc1OS(=O)(=O)C(F)(F)F, COc1ccccc1, Cc1ccccc1, CCOC(C)=O, [Cl-], [Li+], [Na+], [Na+], O=C([O-])[O-]. The product is COC(=O)c1cc(Cc2c(C)c(OC)c(OC)c(OC)c2OC)ccc1-c1ccc(OC)cc1. RXN SMILES: [BH:43]([OH:44])[OH:45].[CH3:1][O:2][c:3]1[c:4]([CH3:34])[c:5]([CH2:6][c:7]2[cH:8][cH:9][c:10]([O:17][S:18]([C:19]([F:20])([F:21])[F:22])(=[O:23])=[O:24])[c:11]([C:12](=[O:13])[O:14][CH3:15])[cH:16]2)[c:25]([O:32][CH3:33])[c:26]([O:30][CH3:31])[c:27]1[O:28][CH3:29].[CH3:46][O:47][c:48]1[cH:49][cH:50][cH:51][cH:52][cH:53]1.[CH3:54][c:55]1[cH:56][cH:57][cH:58][cH:59][cH:60]1.[CH3:61][CH2:62][O:63][C:64](=[O:65])[CH3:66].[Cl-:42].[Li+:41].[Na+:35].[Na+:36].[O-:37][C:38](=[O:39])[O-:40]>>[CH3:1][O:2][c:3]1[c:4]([CH3:34])[c:5]([CH2:6][c:7]2[cH:8][cH:9][c:10](-[c:51]3[cH:50][cH:49][c:48]([O:47][CH3:46])[cH:53][cH:52]3)[c:11]([C:12](=[O:13])[O:14][CH3:15])[cH:16]2)[c:25]([O:32][CH3:33])[c:26]([O:30][CH3:31])[c:27]1[O:28][CH3:29].